Dataset: the Open Reaction Database (ORD), a public repository of structured organic reaction records. Task: describe an organic reaction: reactants, conditions, products, and yield Reactants: BrB(Br)Br, CSC, COc1ccc(C(=O)Nc2ccccc2)cc1Nc1ccccc1, ClCCCl, O. The product is O=C(Nc1ccccc1)c1ccc(O)c(Nc2ccccc2)c1. RXN SMILES: [B:4]([Br:5])([Br:6])[Br:7].[CH3:1][S:2][CH3:3].[CH3:8][O:9][c:10]1[c:11]([NH:25][c:26]2[cH:27][cH:28][cH:29][cH:30][cH:31]2)[cH:12][c:13]([C:14](=[O:15])[NH:16][c:17]2[cH:18][cH:19][cH:20][cH:21][cH:22]2)[cH:23][cH:24]1.[Cl:33][CH2:34][CH2:35][Cl:36].[OH2:32]>>[OH:9][c:10]1[c:11]([NH:25][c:26]2[cH:27][cH:28][cH:29][cH:30][cH:31]2)[cH:12][c:13]([C:14](=[O:15])[NH:16][c:17]2[cH:18][cH:19][cH:20][cH:21][cH:22]2)[cH:23][cH:24]1. Starting materials: O=c1ccc2c(C3CO3)ccc(OCc3ccccc3)c2[nH]1, CCCCO, COc1ccc(CC2(N)CC2)cc1. The product is COc1ccc(CC2(NCC(O)c3ccc(OCc4ccccc4)c4[nH]c(=O)ccc34)CC2)cc1. Reaction SMILES: [CH2:1]([c:2]1[cH:3][cH:4][cH:5][cH:6][cH:7]1)[O:8][c:9]1[cH:10][cH:11][c:12]([CH:20]2[O:21][CH2:22]2)[c:13]2[cH:14][cH:15][c:16](=[O:19])[nH:17][c:18]12.[CH2:36]([OH:37])[CH2:38][CH2:39][CH3:40].[CH3:23][O:24][c:25]1[cH:26][cH:27][c:28]([CH2:29][C:30]2([NH2:33])[CH2:31][CH2:32]2)[cH:34][cH:35]1>>[CH2:1]([c:2]1[cH:3][cH:4][cH:5][cH:6][cH:7]1)[O:8][c:9]1[cH:10][cH:11][c:12]([CH:20]([OH:21])[CH2:22][NH:33][C:30]2([CH2:29][c:28]3[cH:27][cH:26][c:25]([O:24][CH3:23])[cH:35][cH:34]3)[CH2:31][CH2:32]2)[c:13]2[cH:14][cH:15][c:16](=[O:19])[nH:17][c:18]12. Starting materials: C=CCC1(O)CCN(C(=O)OC(C)(C)C)CC1, ClCCl, O=P([O-])([O-])[O-], O=C(OO)c1cccc(Cl)c1. Product: CC(C)(C)OC(=O)N1CCC(O)(CC2CO2)CC1. As a reaction SMILES: [C:1]([CH3:2])([CH3:3])([CH3:4])[O:5][C:6](=[O:7])[N:8]1[CH2:9][CH2:10][C:11]([OH:14])([CH2:15][CH:16]=[CH2:17])[CH2:12][CH2:13]1.[Cl:29][CH2:30][Cl:31].[O-:32][P:33](=[O:34])([O-:35])[O-:36].[OH:18][O:19][C:20]([c:21]1[cH:22][c:23]([Cl:24])[cH:25][cH:26][cH:27]1)=[O:28]>>[C:1]([CH3:2])([CH3:3])([CH3:4])[O:5][C:6](=[O:7])[N:8]1[CH2:9][CH2:10][C:11]([OH:14])([CH2:15][CH:16]2[CH2:17][O:18]2)[CH2:12][CH2:13]1. Reactants: C(C1=CC=CC=C1)(C1=CC=CC=C1)N1CC(C1)C(=O)C1=CC=C(C=C1)Cl ((1-Benzhydryl-azetidin-3-yl)-(4-chloro-phenyl)-methanone), ClC(C)OC(=O)Cl (1-chloroethylchloroformate). The solvent is ClCCl (dichloromethane). Reaction conditions: time 18 hour. Product: Cl.N1CC(C1)C(=O)C1=CC=C(C=C1)Cl (Azetidin-3-yl-(4-chloro-phenyl)-methanone hydrochloride). As a reaction SMILES: C([N:14]1[CH2:17][CH:16]([C:18]([C:20]2[CH:25]=[CH:24][C:23]([Cl:26])=[CH:22][CH:21]=2)=[O:19])[CH2:15]1)(C1C=CC=CC=1)C1C=CC=CC=1.ClC(OC(Cl)=O)C>ClCCl>[ClH:26].[NH:14]1[CH2:17][CH:16]([C:18]([C:20]2[CH:25]=[CH:24][C:23]([Cl:26])=[CH:22][CH:21]=2)=[O:19])[CH2:15]1 |f:3.4|. Procedure: A solution of (1-Benzhydryl-azetidin-3-yl)-(4-chloro-phenyl)-methanone (19.8 g, 54.8 mmol) in dichloromethane (250 ml), cooled to −4° C., is treated with 1-chloroethylchloroformate (8.0 ml, 73.8 mmol) and allowed to warm to ambient temperature. The reaction mixture is stirred for 18 hours and then evaporated. The residue is dissolved in methanol (220 ml) and stirred at ambient temperature for 3.5 hours. The methanol solution is concentrated and the product precipitated by addition of diethylethe... Reactants: Cl (HCl), ClC=1C=C(C=CC1Cl)C1(CC(N(C1)CC1=CC(=CC(=C1)C(F)(F)F)C(F)(F)F)=O)CCOS(=O)(=O)C (4-(3,4-Dichlorophenyl)-1-[3,5-bis(trifluoromethyl)benzyl]-4-[2-(mesyloxy)ethyl]pyrrolidin-2-one), C1(=CC=CC=C1)C1CCNCC1 (4-phenylpiperidine), C([O-])([O-])=O.[K+].[K+] (potassium carbonate). Run in CCOCC (ether), C(C)#N (acetonitrile), CN(C)C=O (DMF), C(Cl)Cl (DCM). Run at temperature 80 celsius. The product is O.Cl.ClC=1C=C(C=CC1Cl)C1(CC(N(C1)CC1=CC(=CC(=C1)C(F)(F)F)C(F)(F)F)=O)CCN1CCC(CC1)C1=CC=CC=C1.ClC=1C=C(C=CC1Cl)C1(CC(N(C1)CC1=CC(=CC(=C1)C(F)(F)F)C(F)(F)F)=O)CCN1CCC(CC1)C1=CC=CC=C1.Cl (4-(3,4-Dichlorophenyl)-4-[2-(4-phenylpiperid-1-yl)ethyl]-1-[3,5-bis(trifluoromethyl)benzyl]pyrrolidin-2-one hydrochloride hemihydrate). As a reaction SMILES: [Cl:1][C:2]1[CH:3]=[C:4]([C:9]2([CH2:30][CH2:31]OS(C)(=O)=O)[CH2:13][N:12]([CH2:14][C:15]3[CH:20]=[C:19]([C:21]([F:24])([F:23])[F:22])[CH:18]=[C:17]([C:25]([F:28])([F:27])[F:26])[CH:16]=3)[C:11](=[O:29])[CH2:10]2)[CH:5]=[CH:6][C:7]=1[Cl:8].[C:37]1([CH:43]2[CH2:48][CH2:47][NH:46][CH2:45][CH2:44]2)[CH:42]=[CH:41][CH:40]=[CH:39][CH:38]=1.C(=O)([O-])[O-].[K+].[K+].[ClH:55]>C(#N)C.CN(C=O)C.C(Cl)Cl.CCOCC>[OH2:29].[ClH:1].[Cl:1][C:2]1[CH:3]=[C:4]([C:9]2([CH2:30][CH2:31][N:46]3[CH2:47][CH2:48][CH:43]([C:37]4[CH:42]=[CH:41][CH:40]=[CH:39][CH:38]=4)[CH2:44][CH2:45]3)[CH2:13][N:12]([CH2:14][C:15]3[CH:16]=[C:17]([C:25]([F:26])([F:27])[F:28])[CH:18]=[C:19]([C:21]([F:24])([F:23])[F:22])[CH:20]=3)[C:11](=[O:29])[CH2:10]2)[CH:5]=[CH:6][C:7]=1[Cl:8].[Cl:1][C:2]1[CH:3]=[C:4]([C:9]2([CH2:30][CH2:31][N:46]3[CH2:47][CH2:48][CH:43]([C:37]4[CH:42]=[CH:41][CH:40]=[CH:39][CH:38]=4)[CH2:44][CH2:45]3)[CH2:13][N:12]([CH2:14][C:15]3[CH:16]=[C:17]([C:25]([F:26])([F:27])[F:28])[CH:18]=[C:19]([C:21]([F:24])([F:23])[F:22])[CH:20]=3)[C:11](=[O:29])[CH2:10]2)[CH:5]=[CH:6][C:7]=1[Cl:8].[ClH:55] |f:2.3.4,10.11.12.13.14|. Procedure: A mixture of 2 g of the compound obtained in step B of EXAMPLE 9, 0.67 g of 4-phenylpiperidine and 1.43 g of potassium carbonate in 6 ml of acetonitrile and 6 ml of DMF is heated at 80° C. for 4 hours. The reaction mixture is concentrated under vacuum, the residue is extracted with AcOEt, the organic phase is washed three times with water and with saturated sodium chloride solution and dried over Na2SO4 and the solvent is evaporated off under vacuum. The residue is chromatographed on silica usin... Reactants: C(C)(=O)N1NC=2N(CC1)N=C(C2C2=CC=NC=C2)C2=CC=C(C=C2)F (2-acetyl-7-(4-fluorophenyl)-8-(pyridin-4-yl)-1,2,3,4-tetrahydropyrazolo[5,1-c][1,2,4]triazine), B.O1CCCC1 (borane tetrahydrofuran), Cl (hydrochloric acid). Run in O1CCCC1 (tetrahydrofuran). Reaction conditions: time 5 hour. Product: C(C)N1NC=2N(CC1)N=C(C2C2=CC=NC=C2)C2=CC=C(C=C2)F (2-ethyl-7-(4-fluorophenyl)-8-(pyridin-4-yl)-1,2,3,4-tetrahydropyrazolo[5,1-c][1,2,4]triazine). Reaction SMILES: [C:1]([N:4]1[CH2:9][CH2:8][N:7]2[N:10]=[C:11]([C:19]3[CH:24]=[CH:23][C:22]([F:25])=[CH:21][CH:20]=3)[C:12]([C:13]3[CH:18]=[CH:17][N:16]=[CH:15][CH:14]=3)=[C:6]2[NH:5]1)(=O)[CH3:2].B.O1CCCC1.Cl>O1CCCC1>[CH2:1]([N:4]1[CH2:9][CH2:8][N:7]2[N:10]=[C:11]([C:19]3[CH:24]=[CH:23][C:22]([F:25])=[CH:21][CH:20]=3)[C:12]([C:13]3[CH:14]=[CH:15][N:16]=[CH:17][CH:18]=3)=[C:6]2[NH:5]1)[CH3:2] |f:1.2|. Procedure details: To a solution of 2-acetyl-7-(4-fluorophenyl)-8-(pyridin-4-yl)-1,2,3,4-tetrahydropyrazolo[5,1-c][1,2,4]triazine (59 mg) in tetrahydrofuran was added borane-tetrahydrofuran complex (1.0M solution in tetrahydrofuran, 1 ml) dropwise. The solution was stirred at ambient temperature for 5 hours and to the solution was added dropwise 1N-hydrochloric acid (3 ml). The solution was stirred at 80° C. for 20 minutes and the tetrahydrofuran was evaporated. Then, the aqueous solution was neutralized with an a... The reactants are M−CO2H, intermediate E, FC(C1=C(C(=O)O)C=CC=C1)(F)F (2-(trifluoromethyl)benzoic acid), CSSC (dimethyl disulfide). Product: CSC1=C(C(=O)O)C(=CC=C1)C(F)(F)F (2-Methylsulfanyl-6-trifluoromethyl-benzoic acid). RXN SMILES: [F:1][C:2]([F:13])([F:12])[C:3]1[CH:11]=[CH:10][CH:9]=[CH:8][C:4]=1[C:5]([OH:7])=[O:6].[CH3:14][S:15]SC>>[CH3:14][S:15][C:8]1[CH:9]=[CH:10][CH:11]=[C:3]([C:2]([F:12])([F:13])[F:1])[C:4]=1[C:5]([OH:7])=[O:6]. Procedure: The title compound, white solid, MS: m/e=191.1 [(M−CO2H)−], was prepared in accordance with the general method of intermediate E from 2-(trifluoromethyl)benzoic acid and dimethyl disulfide. Reactants: N#Cc1ccc(OC(F)(F)F)cc1CBr, CCO, NCc1cccc(Cl)c1. Yields the product Br, N=C1c2ccc(OC(F)(F)F)cc2CN1Cc1cccc(Cl)c1. RXN SMILES: [Br:10][CH2:11][c:12]1[c:13]([C:14]#[N:15])[cH:16][cH:17][c:18]([O:20][C:21]([F:22])([F:23])[F:24])[cH:19]1.[CH3:25][CH2:26][OH:27].[Cl:1][c:2]1[cH:3][c:4]([CH2:5][NH2:6])[cH:7][cH:8][cH:9]1>>[BrH:10].[Cl:1][c:2]1[cH:3][c:4]([CH2:5][N:6]2[CH2:11][c:12]3[c:13]([cH:16][cH:17][c:18]([O:20][C:21]([F:22])([F:23])[F:24])[cH:19]3)[C:14]2=[NH:15])[cH:7][cH:8][cH:9]1. Reactants: CN(S(=O)(=O)N1C=NC(=C1)C(C=1SC=CC1)O)C (4-(Hydroxy-thiophen-2-yl-methyl)-imidazole-1-sulfonic acid dimethylamide), FC(C(=O)O)(F)F (trifluoroacetic acid), C(C)[SiH](CC)CC (triethylsilane). Run in ClCCl (dichloromethane). The product is CN(S(=O)(=O)N1C=NC(=C1)CC=1SC=CC1)C (4-thiophen-2-ylmethyl-imidazole-1-sulfonic acid dimethylamide). Yield: 93.2%. As a reaction SMILES: [CH3:1][N:2]([CH3:18])[S:3]([N:6]1[CH:10]=[C:9]([CH:11](O)[C:12]2[S:13][CH:14]=[CH:15][CH:16]=2)[N:8]=[CH:7]1)(=[O:5])=[O:4].FC(F)(F)C(O)=O.C([SiH](CC)CC)C>ClCCl>[CH3:18][N:2]([CH3:1])[S:3]([N:6]1[CH:10]=[C:9]([CH2:11][C:12]2[S:13][CH:14]=[CH:15][CH:16]=2)[N:8]=[CH:7]1)(=[O:5])=[O:4]. Reported procedure: 2-(tert-butyl-dimethyl-silanyl)-4-(hydroxy-thiophen-2-yl-methyl)-imidazole-1-sulfonic acid dimethylamide (Intermediate-E1) (2.5 g, 6.2 mmol) in THF (60 mL) was treated with tetrabutylammonium fluoride (TBAF) (6.9 mL of a 1M soln) at 0° C. for 1 h and at rt for 3 h. The reaction mixture was subjected to an aqueous work-up and the product was purified by chromatography on silica gel with EtOAc to give 4-(hydroxy-thiophen-2-yl-methyl)-imidazole-1-sulfonic acid dimethylamide as a white solid, 1.43 g...